From a dataset of the Open Reaction Database (ORD), a public repository of structured organic reaction records. describe an organic reaction: reactants, conditions, products, and yield The reactants are FC(C(=O)O)(C(C(F)(F)F)(F)F)F (Perfluorobutyric acid), CS(=O)(=O)O (methane sulfonic acid). Solvent: CO (methanol). Product: FC(C(=O)OC)(C(C(F)(F)F)(F)F)F (Methyl perfluorobutyrate). Reaction SMILES: [F:1][C:2]([F:13])([C:6]([F:12])([F:11])[C:7]([F:10])([F:9])[F:8])[C:3]([OH:5])=[O:4].[CH3:14]S(O)(=O)=O>CO>[F:1][C:2]([F:13])([C:6]([F:11])([F:12])[C:7]([F:8])([F:9])[F:10])[C:3]([O:5][CH3:14])=[O:4]. Procedure: Perfluorobutyric acid (55 g, 0.26 m) in 25 ml of methanol containing 0.1 g of methane sulfonic acid was refluxed for 16 hours. The product was washed with a sodium carbonate solution and dried over magnesium carbonate. IR analysis showed the following major absorption bands: 2970, 1785, 1310, 1225, 1145, 1085 cm-1. The reactants are NOCc1ccccc1, CC(=O)OC(C)=O, O=CO. Yields the product O=CNOCc1ccccc1. As a reaction SMILES: [CH2:1]([c:2]1[cH:3][cH:4][cH:5][cH:6][cH:7]1)[O:8][NH2:9].[CH3:10][C:11](=[O:12])[O:13][C:14](=[O:15])[CH3:16].[CH:17]([OH:18])=[O:19]>>[CH2:1]([c:2]1[cH:3][cH:4][cH:5][cH:6][cH:7]1)[O:8][NH:9][CH:11]=[O:12].